This data is from the Open Reaction Database (ORD), a public repository of structured organic reaction records. The task is: describe an organic reaction: reactants, conditions, products, and yield Reactants: 2-N, C([O-])([O-])=O.[Na+].[Na+] (sodium carbonate), Br.C(C)OC(=O)C=1N(C(=C2C=C(C=CC12)Cl)C1=CC=CC=C1)CCN (2-(2-aminoethyl)-5-chloro-3-phenylisoindole-1-carboxylic acid ethyl ester hydrobromide). The solvent is CCOCC (ether). Product: C(C)OC(=O)C=1N(C(=C2C=C(C=CC12)Cl)C1=CC=CC=C1)CCN (2-(2-aminoethyl)-5-chloro-3-phenylisoindole-1-carboxylic acid ethyl ester). Reaction SMILES: Br.[CH2:2]([O:4][C:5]([C:7]1[N:8]([CH2:23][CH2:24][NH2:25])[C:9]([C:17]2[CH:22]=[CH:21][CH:20]=[CH:19][CH:18]=2)=[C:10]2[C:15]=1[CH:14]=[CH:13][C:12]([Cl:16])=[CH:11]2)=[O:6])[CH3:3].C(=O)([O-])[O-].[Na+].[Na+]>CCOCC>[CH2:2]([O:4][C:5]([C:7]1[N:8]([CH2:23][CH2:24][NH2:25])[C:9]([C:17]2[CH:22]=[CH:21][CH:20]=[CH:19][CH:18]=2)=[C:10]2[C:15]=1[CH:14]=[CH:13][C:12]([Cl:16])=[CH:11]2)=[O:6])[CH3:3] |f:0.1,2.3.4|. Reported procedure: In order to obtain the free base, the hydrobromide obtained according to the previous paragraph is treated with 2-N sodium carbonate in the presence of ether. The ethereal extract, shielded from light, is washed with water, dried over sodium sulfate and evaporated. The residue crystallizes on trituration with ether. Recrystallization from ether/hexane yields almost colorless crystals of 2-(2-aminoethyl)-5-chloro-3-phenylisoindole-1-carboxylic acid ethyl ester; melting point 84°-86° C. Reported procedure: Prepared in analogy to example 1 step h) starting from 1-(3-methyl-[1,2,4]thiadiazol-5-yl)-piperidin-4-one (example 1c) and 5-(4-fluoro-phenyl)-[1,2,4]triazolo[1,5-a]pyridin-2-ylamine. The latter compound can be prepared in analogy to example 1 steps d-f) starting from 2-amino-6-bromo-pyridine. The title compound was obtained as a white solid. RXN SMILES: [CH3:1][C:2]1[N:6]=[C:5]([N:7]2[CH2:12][CH2:11][C:10](=O)[CH2:9][CH2:8]2)[S:4][N:3]=1.[F:14][C:15]1[CH:20]=[CH:19][C:18]([C:21]2[N:26]3[N:27]=[C:28]([NH2:30])[N:29]=[C:25]3[CH:24]=[CH:23][CH:22]=2)=[CH:17][CH:16]=1.NC1C=CC=C(Br)N=1>>[F:14][C:15]1[CH:20]=[CH:19][C:18]([C:21]2[N:26]3[N:27]=[C:28]([NH:30][CH:10]4[CH2:11][CH2:12][N:7]([C:5]5[S:4][N:3]=[C:2]([CH3:1])[N:6]=5)[CH2:8][CH2:9]4)[N:29]=[C:25]3[CH:24]=[CH:23][CH:22]=2)=[CH:17][CH:16]=1. Product: FC1=CC=C(C=C1)C1=CC=CC=2N1N=C(N2)NC2CCN(CC2)C2=NC(=NS2)C ([5-(4-Fluoro-phenyl)-[1,2,4]triazolo[1,5-a]pyridin-2-yl]-[1-(3-methyl-[1,2,4]thiadiazol-5-yl)-piperidin-4-yl]-amine). Reactants: CC1=NSC(=N1)N1CCC(CC1)=O (1-(3-methyl-[1,2,4]thiadiazol-5-yl)-piperidin-4-one), FC1=CC=C(C=C1)C1=CC=CC=2N1N=C(N2)N (5-(4-fluoro-phenyl)-[1,2,4]triazolo[1,5-a]pyridin-2-ylamine), NC1=NC(=CC=C1)Br (2-amino-6-bromo-pyridine). The reagents and catalysts are CN(C)C=O (DMF). Reactants: C1(CCCCC1)C=1C2=C(N(C(N(N1)CC(=O)O)=O)CC(=O)C1CCCC1)C=CC=C2 ([5-cyclohexyl-1-(2-cyclopentyl-2-oxo-ethyl)-2-oxo-1,2-dihydro-benzo[e][1,2,4]triazepin-3-yl]-acetic acid), C(C(=O)Cl)(=O)Cl (oxalyl chloride), NC=1C=C(C=CC1)C1=NOC(N1)=O (3-(3-Amino-phenyl)-4H-[1,2,4]oxadiazol-5-one), CCN(C(C)C)C(C)C (DIPEA). Reaction SMILES: [CH:1]1([C:7]2[C:8]3[CH:30]=[CH:29][CH:28]=[CH:27][C:9]=3[N:10]([CH2:19][C:20]([CH:22]3[CH2:26][CH2:25][CH2:24][CH2:23]3)=[O:21])[C:11](=[O:18])[N:12]([CH2:14][C:15](O)=[O:16])[N:13]=2)[CH2:6][CH2:5][CH2:4][CH2:3][CH2:2]1.C(Cl)(=O)C(Cl)=O.[NH2:37][C:38]1[CH:39]=[C:40]([C:44]2[NH:48][C:47](=[O:49])[O:46][N:45]=2)[CH:41]=[CH:42][CH:43]=1.CCN(C(C)C)C(C)C>CN(C=O)C.C(Cl)Cl>[CH:1]1([C:7]2[C:8]3[CH:30]=[CH:29][CH:28]=[CH:27][C:9]=3[N:10]([CH2:19][C:20]([CH:22]3[CH2:23][CH2:24][CH2:25][CH2:26]3)=[O:21])[C:11](=[O:18])[N:12]([CH2:14][C:15]([NH:37][C:38]3[CH:43]=[CH:42][CH:41]=[C:40]([C:44]4[NH:48][C:47](=[O:49])[O:46][N:45]=4)[CH:39]=3)=[O:16])[N:13]=2)[CH2:2][CH2:3][CH2:4][CH2:5][CH2:6]1. The solvent is C(Cl)Cl (DCM), C(Cl)Cl (DCM). Run at temperature 0 celsius. Procedure details: A 500 mL three-necked-reaction flask was charged with [5-cyclohexyl-1-(2-cyclopentyl-2-oxo-ethyl)-2-oxo-1,2-dihydro-benzo[e][1,2,4]triazepin-3-yl]-acetic acid (32.3 g, 78 mmol), DCM (150 mL) and a few drops of DMF. After cooling to 0° C., oxalyl chloride (8.9 mL, 102 mmol) was added by addition funnel and the mixture warmed to room temperature (over about 30 min). After this time the reaction mixture was concentrated to dryness, then charged with DCM (50 mL) and concentrated again. DCM (150 mL) ... Product: C1(CCCCC1)C=1C2=C(N(C(N(N1)CC(=O)NC1=CC(=CC=C1)C1=NOC(N1)=O)=O)CC(=O)C1CCCC1)C=CC=C2 (2-[5-Cyclohexyl-1-(2-cyclopentyl-2-oxo-ethyl)-2-oxo-1,2-dihydro-benzo[e][1,2,4]triazepin-3-yl]-N-[3-(5-oxo-4,5-dihydro-[1,2,4]oxadiazol-3-yl)-phenyl]-acetamide). The reactants are c1ccc(C2CO2)cc1, CO, CC(C)O. The product is CCc1ccc(C2CO2)cc1. As a reaction SMILES: [CH2:1]1[O:2][CH:3]1[c:4]1[cH:5][cH:6][cH:7][cH:8][cH:9]1.[CH3:14][OH:15].[CH:10]([CH3:11])([OH:12])[CH3:13]>>[CH2:1]1[O:2][CH:3]1[c:4]1[cH:5][cH:6][c:7]([CH2:10][CH3:11])[cH:8][cH:9]1. Reactants: OC1=CC=C(C=C1)C(C1=CC=C(C=C1)OCC(=O)OCC)=C1CC(CC(C1)(C)C)(C)C (Ethyl ({4-[(4-hydroxyphenyl)(3,3,5,5-tetramethylcyclohexylidene)methyl]phenyl}oxy)acetate), [OH-].[Na+] (NaOH). Run in C1CCOC1.CCO (THF EtOH). Product: OC1=CC=C(C=C1)C(C1=CC=C(C=C1)OCC(=O)O)=C1CC(CC(C1)(C)C)(C)C (({4-[(4-Hydroxyphenyl)(3,3,5,5-tetramethylcyclohexylidene)methyl]phenyl}oxy)acetic acid). Isolated yield 76.8%. RXN SMILES: [OH:1][C:2]1[CH:7]=[CH:6][C:5]([C:8](=[C:22]2[CH2:27][C:26]([CH3:29])([CH3:28])[CH2:25][C:24]([CH3:31])([CH3:30])[CH2:23]2)[C:9]2[CH:14]=[CH:13][C:12]([O:15][CH2:16][C:17]([O:19]CC)=[O:18])=[CH:11][CH:10]=2)=[CH:4][CH:3]=1.[OH-].[Na+]>C1COCC1.CCO>[OH:1][C:2]1[CH:7]=[CH:6][C:5]([C:8](=[C:22]2[CH2:23][C:24]([CH3:31])([CH3:30])[CH2:25][C:26]([CH3:29])([CH3:28])[CH2:27]2)[C:9]2[CH:14]=[CH:13][C:12]([O:15][CH2:16][C:17]([OH:19])=[O:18])=[CH:11][CH:10]=2)=[CH:4][CH:3]=1 |f:1.2,3.4|. Procedure: The hydrolysis procedure described for 191 was followed. A solution of ethyl ({4-[(4-hydroxyphenyl)(3,3,5,5-tetramethylcyclohexylidene)methyl]phenyl}oxy)acetate (220) (0.280 g, 0.66 mmol) in THF/EtOH (1:1, 10 mL) was treated with 1 N NaOH (5 ml, excess) at 70° C. for 1 h. Acid work-up and purification afforded 0.20 g (77%) of the title compound 221. mp 163-164° C. 1H NMR (300 MHz, CD3OD): δ 7.05 (d, J=8.1 Hz, 2H), 6.95 (d, J=8.4 Hz, 2H), 6.85 (d, J=8.4 Hz, 2H), 6.69 (d, J=8.4 Hz, 2H), 4.46 (s, 2... Reactants: CN1CCN(C(C2=C1C(=CC=C2)[N+](=O)[O-])=O)C (1,4-Dimethyl-9-nitro-1,2,3,4-tetrahydro-benzo[e][1,4]diazepin-5-one). Reagents/catalysts: [Pd] (Pd—C). The solvent is CO (MeOH). Run at time 2 hour. Yields the product NC1=CC=CC2=C1N(CCN(C2=O)C)C (9-Amino-1,4-dimethyl-1,2,3,4-tetrahydro-benzo[e][1,4]diazepin-5-one). Yield: 97.1%. As a reaction SMILES: [CH3:1][N:2]1[C:8]2[C:9]([N+:13]([O-])=O)=[CH:10][CH:11]=[CH:12][C:7]=2[C:6](=[O:16])[N:5]([CH3:17])[CH2:4][CH2:3]1>CO.[Pd]>[NH2:13][C:9]1[C:8]2[N:2]([CH3:1])[CH2:3][CH2:4][N:5]([CH3:17])[C:6](=[O:16])[C:7]=2[CH:12]=[CH:11][CH:10]=1. Procedure: 1,4-Dimethyl-9-nitro-1,2,3,4-tetrahydro-benzo[e][1,4]diazepin-5-one (#) (300 mg, 1.27 mmol) was dissolved in MeOH (20 ml) and placed in a Parr bottle. Pd—C (10%, 30 mg) was added, and the resulting mixture was shaken under 20 psi H2 for 2 h. The reaction mixture was filtered through celite, washed with MeOH, and concentrated to afford 9-Amino-1,4-dimethyl-1,2,3,4-tetrahydro-benzo[e][1,4]diazepin-5-one as a light grey solid (253 mg, 99%). mp 165-166° C.; LCMS: m/z=206.29 (M+H+), 1H NMR (400 MHz, ...